Dataset: the Open Reaction Database (ORD), a public repository of structured organic reaction records. Task: describe an organic reaction: reactants, conditions, products, and yield Starting materials: IC1=C(C=C2C(C(=CNC2=C1)C(=O)O)=O)C (7-iodo-6-methyl-4-oxo-1,4-dihydro-quinoline-3-carboxylic acid), C1=CC=C(C=C1)C2=CC=CC=C2.C1=CC=C(C=C1)OC2=CC=CC=C2 (Dowtherm). Solvent: CCCCCCC (heptane). Run at time 90 minute. The product is IC1=C(C=C2C(C=CNC2=C1)=O)C (7-Iodo-6-methyl-1H-quinolin-4-one). The yield is 90.7%. As a reaction SMILES: [I:1][C:2]1[CH:11]=[C:10]2[C:5]([C:6](=[O:15])[C:7](C(O)=O)=[CH:8][NH:9]2)=[CH:4][C:3]=1[CH3:16].C1C=CC(C2C=CC=CC=2)=CC=1.C1C=CC(OC2C=CC=CC=2)=CC=1>CCCCCCC>[I:1][C:2]1[CH:11]=[C:10]2[C:5]([C:6](=[O:15])[CH:7]=[CH:8][NH:9]2)=[CH:4][C:3]=1[CH3:16] |f:1.2|. Procedure details: Under vigorous stirring, 7-iodo-6-methyl-4-oxo-1,4-dihydro-quinoline-3-carboxylic acid (6.50 g, 19.8 mmol) was added portionwise to Dowtherm® A (120 mL) at 250° C., then the mixture was stirred for another 90 min. After cooling, heptane (170 mL) was added, and the precipitate was collected by filtration. The crude material was triturated in hexane/ethyl acetate (1:1) to afford the title compound (5.12 g, 91%). Off-white solid, ISP-MS: m/e=286.1 ([M+H]+). Reactants: O.O.O.O.O.O.O.O.[OH-].[Ba+2].[OH-] (barium hydroxide octahydrate), CC(C)(C(CC(C(C)(C)C)=O)=O)C (2,2,6,6-tetramethyl-3,5-heptane dione). Solvent: C=1(C(=CC=CC1)C)C (xylene). Reaction conditions: temperature 50 celsius, time 10 hour. Product: CC(/C(=C/C(=O)C(C)(C)C)/[O-])(C)C.CC(/C(=C/C(=O)C(C)(C)C)/[O-])(C)C.[Ba+2] (Ba(TMHD)2). Reaction SMILES: O.O.O.O.O.O.O.O.[OH-].[Ba+2:10].[OH-].[CH3:12][C:13]([CH3:24])([C:15](=[O:23])[CH2:16][C:17](=[O:22])[C:18]([CH3:21])([CH3:20])[CH3:19])[CH3:14]>C1(C)C(C)=CC=CC=1>[CH3:12][C:13]([CH3:24])([CH3:14])/[C:15](/[O-:23])=[CH:16]/[C:17]([C:18]([CH3:21])([CH3:20])[CH3:19])=[O:22].[CH3:12][C:13]([CH3:24])([CH3:14])/[C:15](/[O-:23])=[CH:16]/[C:17]([C:18]([CH3:21])([CH3:20])[CH3:19])=[O:22].[Ba+2:10] |f:0.1.2.3.4.5.6.7.8.9.10,13.14.15|. Procedure details: 37.8 g of barium hydroxide octahydrate (0.12 mole) were placed in a 250 ml round-bottomed flask. 50 ml of 2,2,6,6-tetramethyl-3,5-heptane dione (0.24 mole) were added in drops via a dropping funnel. Then 70 ml of xylene were added. The reaction mixture was then heated to 50° C. by means of an oil bath and stirred at this temperature for 10 hours. Then the oil bath temperature was adjusted to 60° C. and volatile constituents were distilled off under high vacuum.